The task is: describe an organic reaction: reactants, conditions, products, and yield. This data is from the Open Reaction Database (ORD), a public repository of structured organic reaction records. Starting materials: COC1=CC=C(CN(C=2C(=NC(=C(N2)C2=CC=CC=C2)C2=NN(C(C=C2)=O)C(C)C)C#N)CC2=CC=C(C=C2)OC)C=C1 (3-[bis(4-methoxybenzyl)amino]-6-(1-isopropyl-6-oxo-1,6-dihydro-3-pyridazinyl)-5-phenyl-2-pyrazinecarbonitrile), [OH-].[Na+] (NaOH). The solvent is O1CCOCC1 (dioxane). The product is COC1=CC=C(CN(C=2C(=NC(=C(N2)C2=CC=CC=C2)C2=NN(C(C=C2)=O)C(C)C)C(=O)N)CC2=CC=C(C=C2)OC)C=C1 (3-[bis(4-methoxybenzyl)amino]-6-(1-isopropyl-6-oxo-1,6-dihydro-3-pyridazinyl)-5-phenyl-2-pyrazinecarboxamide). Reaction SMILES: [CH3:1][O:2][C:3]1[CH:43]=[CH:42][C:6]([CH2:7][N:8]([CH2:33][C:34]2[CH:39]=[CH:38][C:37]([O:40][CH3:41])=[CH:36][CH:35]=2)[C:9]2[C:10]([C:31]#[N:32])=[N:11][C:12]([C:21]3[CH:26]=[CH:25][C:24](=[O:27])[N:23]([CH:28]([CH3:30])[CH3:29])[N:22]=3)=[C:13]([C:15]3[CH:20]=[CH:19][CH:18]=[CH:17][CH:16]=3)[N:14]=2)=[CH:5][CH:4]=1.[OH-:44].[Na+]>O1CCOCC1>[CH3:41][O:40][C:37]1[CH:36]=[CH:35][C:34]([CH2:33][N:8]([CH2:7][C:6]2[CH:5]=[CH:4][C:3]([O:2][CH3:1])=[CH:43][CH:42]=2)[C:9]2[C:10]([C:31]([NH2:32])=[O:44])=[N:11][C:12]([C:21]3[CH:26]=[CH:25][C:24](=[O:27])[N:23]([CH:28]([CH3:30])[CH3:29])[N:22]=3)=[C:13]([C:15]3[CH:16]=[CH:17][CH:18]=[CH:19][CH:20]=3)[N:14]=2)=[CH:39][CH:38]=1 |f:1.2|. Procedure details: A suspension of 3-[bis(4-methoxybenzyl)amino]-6-(1-isopropyl-6-oxo-1,6-dihydro-3-pyridazinyl)-5-phenyl-2-pyrazinecarbonitrile (3.00 g) in a mixture of 2N aq. NaOH (30 ml) and dioxane (21 ml) was refluxed for 36 hours. After cooling, the mixture was extracted with EtOAc, dried over MgSO4, concentrated under reduced pressure and purified by column chromatography on silica gel eluting with a mixture of n-hexane and EtOAc (20:80 v/v) to give a solid. The solid was crystallized from a mixture of n-he... The reactants are Cl (hydrochloric acid), C(C)(=O)N1CC(NC2=CC=CC=C12)=O (4-acetyl-3,4-dihydro-2-oxo-1H-quinoxaline), [H-].[Na+] (sodium hydride), BrCC1OCCO1 (2-bromomethyl-1,3-dioxolane). Run in C(C)(=O)OCC (ethyl acetate), CN(C=O)C (N,N-dimethylformamide). Run at time 1 hour. Product: C(C)(=O)N1CC(N(C2=CC=CC=C12)CC1OCCO1)=O (4-acetyl-1-(1,3-dioxolan-2-ylmethyl)-2-oxo-3,4-dihydro-1H-quinoxaline). As a reaction SMILES: [C:1]([N:4]1[C:13]2[C:8](=[CH:9][CH:10]=[CH:11][CH:12]=2)[NH:7][C:6](=[O:14])[CH2:5]1)(=[O:3])[CH3:2].[H-].[Na+].Br[CH2:18][CH:19]1[O:23][CH2:22][CH2:21][O:20]1.Cl>C(OCC)(=O)C.CN(C)C=O>[C:1]([N:4]1[C:13]2[C:8](=[CH:9][CH:10]=[CH:11][CH:12]=2)[N:7]([CH2:18][CH:19]2[O:23][CH2:22][CH2:21][O:20]2)[C:6](=[O:14])[CH2:5]1)(=[O:3])[CH3:2] |f:1.2|. Procedure: To 15 mL of an N,N-dimethylformamide solution containing 957 mg of 4-acetyl-3,4-dihydro-2-oxo-1H-quinoxaline, 668 mg of sodium hydride was added, and the mixture was stirred at room temperature for 1 hour. Thereto was added 2.6 mL of 2-bromomethyl-1,3-dioxolane, and the mixture was stirred at 90° C. for 6 hours. The reaction mixture was cooled to room temperature, and then ethyl acetate and 1 mol/L hydrochloric acid were added thereto. The organic layer was separated, washed sequentially with wa... Starting materials: BrC=1C=C(N(C1Br)C1=NC=CC=C1Cl)C=O (4,5-dibromo-1-(3-chloro-2-pyridinyl)-1H-pyrrole-2-carbaldehyde), CC(=O)C (acetone), [Mn](=O)(=O)(=O)[O-].[K+] (potassium permanganate). The solvent is O (water). Conditions: temperature 60 celsius, time 2 hour. Product: BrC=1C=C(N(C1Br)C1=NC=CC=C1Cl)C(=O)O (4,5-dibromo-1-(3-chloro-2-pyridinyl)-1H-pyrrole-2-carboxylic acid). Reaction SMILES: [Br:1][C:2]1[CH:3]=[C:4]([CH:15]=[O:16])[N:5]([C:8]2[C:13]([Cl:14])=[CH:12][CH:11]=[CH:10][N:9]=2)[C:6]=1[Br:7].CC(C)=[O:19].[Mn]([O-])(=O)(=O)=O.[K+]>O>[Br:1][C:2]1[CH:3]=[C:4]([C:15]([OH:19])=[O:16])[N:5]([C:8]2[C:13]([Cl:14])=[CH:12][CH:11]=[CH:10][N:9]=2)[C:6]=1[Br:7] |f:2.3|. Procedure: To a mixture of 1.0 g of 4,5-dibromo-1-(3-chloro-2-pyridinyl)-1H-pyrrole-2-carbaldehyde, 15 ml of acetone and 7 ml of water was slowly added 1.3 g of potassium permanganate at 40° C. The resulting mixture was stirred at 60° C. for 2 hours. Precipitates in the reaction mixture were removed by filtration. The resulting filtrate was washed with chloroform two times. The aqueous layer was adjusted to around pH 3 by an addition of 2N hydrochloric acid and then extracted with ethyl acetate three times...